Dataset: the Open Reaction Database (ORD), a public repository of structured organic reaction records. Task: describe an organic reaction: reactants, conditions, products, and yield Reactants: B(Br)(Br)Br (boron tribromide), COC1=CC=C(C=C1)C1=C(OC=2N=CN=C(C21)NC=2C=C(OCC(=O)O)C=CC2)C2=CC=CC=C2 (3-{[5-(4-methoxyphenyl)-6-phenylfuro[2,3-d]pyrimidin-4-yl]amino}phenoxyacetic acid), Cl (hydrochloric acid). The solvent is ClCCl (dichloromethane), ClCCl (dichloromethane). Run at time 8 hour. Yields the product OC1=CC=C(C=C1)C1=C(OC=2N=CN=C(C21)NC=2C=C(OCC(=O)O)C=CC2)C2=CC=CC=C2 ((3-{[5-(4-Hydroxyphenyl)-6-phenylfuro[2,3-d]pyrimidin-4-yl]amino}phenoxy)acetic acid). Isolated yield 77.9%. RXN SMILES: B(Br)(Br)Br.C[O:6][C:7]1[CH:12]=[CH:11][C:10]([C:13]2[C:21]3[C:20]([NH:22][C:23]4[CH:24]=[C:25]([CH:31]=[CH:32][CH:33]=4)[O:26][CH2:27][C:28]([OH:30])=[O:29])=[N:19][CH:18]=[N:17][C:16]=3[O:15][C:14]=2[C:34]2[CH:39]=[CH:38][CH:37]=[CH:36][CH:35]=2)=[CH:9][CH:8]=1.Cl>ClCCl>[OH:6][C:7]1[CH:12]=[CH:11][C:10]([C:13]2[C:21]3[C:20]([NH:22][C:23]4[CH:24]=[C:25]([CH:31]=[CH:32][CH:33]=4)[O:26][CH2:27][C:28]([OH:30])=[O:29])=[N:19][CH:18]=[N:17][C:16]=3[O:15][C:14]=2[C:34]2[CH:35]=[CH:36][CH:37]=[CH:38][CH:39]=2)=[CH:9][CH:8]=1. Reported procedure: Add 109 mg (0.435 mmol) of boron tribromide at RT to a mixture of 170 mg (0.364 mmol) of 3-{[5-(4-methoxyphenyl)-6-phenylfuro[2,3-d]pyrimidin-4-yl]amino}phenoxyacetic acid and 4.5 ml of dichloromethane. Stir the mixture at RT overnight and then hydrolyse with 1N hydrochloric acid. After adding dichloromethane, filter off the insoluble solid and dry overnight under high vacuum. 128.6 mg of the target compound are obtained, which can be purified further by recrystallization from isopropanol. Starting materials: COc1cc(C(Nc2cc(C(N)=O)ccc2F)C(=O)O)ccc1F, COC(=O)Nc1ccc(S(=O)(=O)C2CC2)c(C2CCCN2)c1, Cl. Product: COC(=O)Nc1ccc(S(=O)(=O)C2CC2)c(C2CCCN2C(=O)C(Nc2cc(C(N)=O)ccc2F)c2ccc(F)c(OC)c2)c1. Reaction SMILES: [C:1]([NH2:2])(=[O:3])[c:4]1[cH:5][cH:6][c:7]([F:24])[c:8]([NH:10][CH:11]([C:12](=[O:13])[OH:14])[c:15]2[cH:16][c:17]([O:22][CH3:23])[c:18]([F:21])[cH:19][cH:20]2)[cH:9]1.[CH:26]1([S:29](=[O:30])(=[O:31])[c:32]2[c:33]([CH:43]3[NH:44][CH2:45][CH2:46][CH2:47]3)[cH:34][c:35]([NH:38][C:39]([O:40][CH3:41])=[O:42])[cH:36][cH:37]2)[CH2:27][CH2:28]1.[ClH:25]>>[C:1]([NH2:2])(=[O:3])[c:4]1[cH:5][cH:6][c:7]([F:24])[c:8]([NH:10][CH:11]([C:12](=[O:14])[N:44]2[CH:43]([c:33]3[c:32]([S:29]([CH:26]4[CH2:27][CH2:28]4)(=[O:30])=[O:31])[cH:37][cH:36][c:35]([NH:38][C:39]([O:40][CH3:41])=[O:42])[cH:34]3)[CH2:47][CH2:46][CH2:45]2)[c:15]2[cH:16][c:17]([O:22][CH3:23])[c:18]([F:21])[cH:19][cH:20]2)[cH:9]1. Reactants: CCN(CC)C(=S)Cl, ClCCl, COc1c(Cl)cc(N)cc1C(=O)Nc1c(C)cccc1C, Clc1ccccc1, O. The product is COc1c(Cl)cc(N=C=S)cc1C(=O)Nc1c(C)cccc1C. As a reaction SMILES: [CH2:22]([N:23]([CH2:24][CH3:27])[C:25](=[S:26])[Cl:28])[CH3:29].[CH2:38]([Cl:39])[Cl:40].[CH3:1][c:2]1[c:3]([NH:9][C:10](=[O:11])[c:12]2[cH:13][c:14]([NH2:15])[cH:16][c:17]([Cl:21])[c:18]2[O:19][CH3:20])[c:4]([CH3:8])[cH:5][cH:6][cH:7]1.[Cl:30][c:31]1[cH:32][cH:33][cH:34][cH:35][cH:36]1.[OH2:37]>>[CH3:1][c:2]1[c:3]([NH:9][C:10](=[O:11])[c:12]2[cH:13][c:14]([N:15]=[C:25]=[S:26])[cH:16][c:17]([Cl:21])[c:18]2[O:19][CH3:20])[c:4]([CH3:8])[cH:5][cH:6][cH:7]1. Starting materials: N(C(=N)N)C=1C=C(OCCCN)C=CC1 (3-(3-Guanidinophenoxy)propylamine), NC1=NS(N=C1OC)=O (3-amino-4-methoxy-1,2,5-thiadiazole 1-oxide). Run in CO (methanol). Conditions: time 17 hour. Yields the product NC1=NS(N=C1NCCCOC1=CC(=CC=C1)NC(=N)N)=O (3-Amino-4-[3-(3-guanidinophenoxy)propylamino]-1,2,5-thiadiazole 1-oxide). RXN SMILES: [NH:1]([C:5]1[CH:6]=[C:7]([CH:13]=[CH:14][CH:15]=1)[O:8][CH2:9][CH2:10][CH2:11][NH2:12])[C:2]([NH2:4])=[NH:3].[NH2:16][C:17]1[C:21](OC)=[N:20][S:19](=[O:24])[N:18]=1>CO>[NH2:16][C:17]1[C:21]([NH:12][CH2:11][CH2:10][CH2:9][O:8][C:7]2[CH:13]=[CH:14][CH:15]=[C:5]([NH:1][C:2]([NH2:4])=[NH:3])[CH:6]=2)=[N:20][S:19](=[O:24])[N:18]=1. Procedure details: To a solution of crude 3-(3-guanidinophenoxy)propylamine [prepared in Step D] in 10 ml of methanol was added 3-amino-4-methoxy-1,2,5-thiadiazole 1-oxide (0.59 g; 4.0 mmoles) and the mixture was stirred at ambient temperature for 17 hours and then heated at 50° for 2.5 hours. The reaction mixture was filtered, evaporated under reduced pressure and the residue was chromatographed by flash chromatography on 75 g of silica gel (230-400 mesh) using methanol-methylene chloride. The appropriate fractio... The reactants are CC(C)(C)c1ccc(-c2ccccc2C(=O)O)cc1, Nc1ccc2cc(C(=O)OCc3ccccc3)ccc2n1, CCN=C=NCCCN(C)C, CN(C)c1ccncc1, ClCCl, Cl, [Na+], O=C([O-])O. Yields the product CC(C)(C)c1ccc(-c2ccccc2C(=O)Nc2ccc3cc(C(=O)OCc4ccccc4)ccc3n2)cc1. As a reaction SMILES: [C:22]([CH3:23])([CH3:24])([CH3:25])[c:26]1[cH:27][cH:28][c:29](-[c:32]2[c:33]([C:38](=[O:39])[OH:40])[cH:34][cH:35][cH:36][cH:37]2)[cH:30][cH:31]1.[CH2:1]([c:2]1[cH:3][cH:4][cH:5][cH:6][cH:7]1)[O:8][C:9](=[O:10])[c:11]1[cH:12][c:13]2[cH:14][cH:15][c:16]([NH2:21])[n:17][c:18]2[cH:19][cH:20]1.[CH3:42][N:43]([CH3:44])[CH2:45][CH2:46][CH2:47][N:48]=[C:49]=[N:50][CH2:51][CH3:52].[CH3:56][N:57]([CH3:58])[c:59]1[cH:60][cH:61][n:62][cH:63][cH:64]1.[Cl:53][CH2:54][Cl:55].[ClH:41].[Na+:69].[O-:65][C:66]([OH:67])=[O:68]>>[CH2:1]([c:2]1[cH:3][cH:4][cH:5][cH:6][cH:7]1)[O:8][C:9](=[O:10])[c:11]1[cH:12][c:13]2[cH:14][cH:15][c:16]([NH:21][C:38]([c:33]3[c:32](-[c:29]4[cH:28][cH:27][c:26]([C:22]([CH3:23])([CH3:24])[CH3:25])[cH:31][cH:30]4)[cH:37][cH:36][cH:35][cH:34]3)=[O:39])[n:17][c:18]2[cH:19][cH:20]1. The reactants are Cc1ccc(C(=O)O)cc1Br, CO, O=S(Cl)Cl. Product: Cc1ccc(C(=O)O)c(C)c1Br. As a reaction SMILES: [Br:1][c:2]1[cH:3][c:4]([C:5](=[O:6])[OH:7])[cH:8][cH:9][c:10]1[CH3:11].[CH3:16][OH:17].[S:12]([Cl:13])([Cl:14])=[O:15]>>[Br:1][c:2]1[c:3]([CH3:16])[c:4]([C:5](=[O:6])[OH:7])[cH:8][cH:9][c:10]1[CH3:11].